This data is from the Open Reaction Database (ORD), a public repository of structured organic reaction records. The task is: describe an organic reaction: reactants, conditions, products, and yield Reactants: ClC1=NC(=NC(=C1)Cl)N1[C@H](COCC1)C ((S)-4-(4,6-dichloropyrimidin-2-yl)-3-methylmorpholine), ClC1=NC(=NC(=C1)Cl)N1[C@H](COCC1)C ((S)-4-(4,6-dichloropyrimidin-2-yl)-3-methylmorpholine), C(C)NC(NC1=CC=C(C=C1)B1OC(C)(C)C(C)(C)O1)=O (4-(3-ethylureido)phenyl boronic acid pinacol ester), C([O-])([O-])=O.[Cs+].[Cs+] (cesium carbonate), bis(diphenylphosphino)-ferrocenedichloropalladium(II)-DCM. The solvent is O1CCOCC1.O (dioxane water). The product is ClC1=CC(=NC(=N1)N1[C@H](COCC1)C)C1=CC=C(C=C1)NC(=O)NCC ((S)-1-(4-(6-chloro-2-(3-methylmorpholino)pyrimidin-4-yl)phenyl)-3-ethylurea). RXN SMILES: Cl[C:2]1[CH:7]=[C:6]([Cl:8])[N:5]=[C:4]([N:9]2[CH2:14][CH2:13][O:12][CH2:11][C@@H:10]2[CH3:15])[N:3]=1.[CH2:16]([NH:18][C:19](=[O:36])[NH:20][C:21]1[CH:26]=[CH:25][C:24](B2OC(C)(C)C(C)(C)O2)=[CH:23][CH:22]=1)[CH3:17].C(=O)([O-])[O-].[Cs+].[Cs+]>O1CCOCC1.O>[Cl:8][C:6]1[N:5]=[C:4]([N:9]2[CH2:14][CH2:13][O:12][CH2:11][C@@H:10]2[CH3:15])[N:3]=[C:2]([C:24]2[CH:23]=[CH:22][C:21]([NH:20][C:19]([NH:18][CH2:16][CH3:17])=[O:36])=[CH:26][CH:25]=2)[CH:7]=1 |f:2.3.4,5.6|. Reported procedure: (S)-4-(4,6-dichloropyrimidin-2-yl)-3-methylmorpholine (Intermediate 1B) (992 mg, 4.0 mmol), 4-(3-ethylureido)phenyl boronic acid pinacol ester (1.05 g, 3.6 mmol), cesium carbonate (3.9 g, 12.0 mmol) and bis(diphenylphosphino)-ferrocenedichloropalladium(II)-DCM-complex (163 mg, 0.2 mmol) in dioxane/water (1:3, 2.4 mL) were irradiated in a Biotage microwave for 40 min at 110° C. The reaction mixture was concentrated in vacuo, the residue suspended in water (150 mL) and the pH adjusted from 10 to 7... The reactants are CC(C)([O-])C.[K+] (Potassium tert-butoxide), C(C1=CC=CC=C1)N(CCO)CC1=NC=C(N=C1Cl)N1[C@@H](COCC1)C (2-[benzyl({3-chloro-5-[(3R)-3-methylmorpholin-4-yl]pyrazin-2-yl}methyl)amino]ethanol), O (Water). Solvent: CN(C)C=O (DMF). Run at time 1 hour. Product: C(C1=CC=CC=C1)N1CCOC2=C(C1)N=CC(=N2)N2[C@@H](COCC2)C (8-benzyl-3-[(3R)-3-methylmorpholin-4-yl]-6,7,8,9-tetrahydropyrazino[2,3-f][1,4]oxazepine). Isolated yield 88.6%. RXN SMILES: CC(C)([O-])C.[K+].[CH2:7]([N:14]([CH2:18][C:19]1[C:24](Cl)=[N:23][C:22]([N:26]2[CH2:31][CH2:30][O:29][CH2:28][C@H:27]2[CH3:32])=[CH:21][N:20]=1)[CH2:15][CH2:16][OH:17])[C:8]1[CH:13]=[CH:12][CH:11]=[CH:10][CH:9]=1.O>CN(C=O)C>[CH2:7]([N:14]1[CH2:18][C:19]2[N:20]=[CH:21][C:22]([N:26]3[CH2:31][CH2:30][O:29][CH2:28][C@H:27]3[CH3:32])=[N:23][C:24]=2[O:17][CH2:16][CH2:15]1)[C:8]1[CH:13]=[CH:12][CH:11]=[CH:10][CH:9]=1 |f:0.1|. Procedure details: Potassium tert-butoxide (0.59 g) was added to a solution of 2-[benzyl({3-chloro-5-[(3R)-3-methylmorpholin-4-yl]pyrazin-2-yl}methyl)amino]ethanol (1.65 g) in DMF (50 mL) at 0° C., and the mixture was stirred for 1 hr. Water was added, and the mixture was extracted with ethyl acetate. The organic layer was washed with water and saturated brine, dried over magnesium sulfate, and concentrated. The residue was purified by basic silica gel column chromatography (solvent gradient: 5→50% ethyl acetate/h...